Dataset: the Open Reaction Database (ORD), a public repository of structured organic reaction records. Task: describe an organic reaction: reactants, conditions, products, and yield The reactants are C(CCC)OCC(C(C(COC1=CC=C(C(=O)OC)C=C1)(F)F)(F)F)(F)F (methyl 4-(5-butoxy-2,2,3,3,4,4-hexafluoropentoxy)benzoate), carboxylate. Run in [OH-].[K+] (KOH). The product is C(CCC)OCC(C(C(COC1=CC=C(C(=O)O)C=C1)(F)F)(F)F)(F)F (4-(5-Butoxy-2,2,3,3,4,4-hexafluoropentoxy)benzoic acid). RXN SMILES: [CH2:1]([O:5][CH2:6][C:7]([F:27])([F:26])[C:8]([F:25])([F:24])[C:9]([F:23])([F:22])[CH2:10][O:11][C:12]1[CH:21]=[CH:20][C:15]([C:16]([O:18]C)=[O:17])=[CH:14][CH:13]=1)[CH2:2][CH2:3][CH3:4]>[OH-].[K+]>[CH2:1]([O:5][CH2:6][C:7]([F:26])([F:27])[C:8]([F:24])([F:25])[C:9]([F:22])([F:23])[CH2:10][O:11][C:12]1[CH:21]=[CH:20][C:15]([C:16]([OH:18])=[O:17])=[CH:14][CH:13]=1)[CH2:2][CH2:3][CH3:4] |f:1.2|. Procedure: Subsequently, the methyl 4-(5-butoxy-2,2,3,3,4,4-hexafluoropentoxy)benzoate was heated at reflux with 20 ml of 10% aqueous KOH for 2 hours. The resulting hydrolyzed carboxylate salt reaction product mixture was then cooled to room temperature and was acidified with concentrated (98%) sulfuric acid. The desired fluorinated benzoic acid precipitate was filtered from the aqueous solution and was washed twice with 10 ml aliquots of deionized water. The product was dried in a vacuum oven at 60° C. an... Starting materials: BrB(Br)Br, COc1cc(OC(F)(F)F)c2c(c1)C1CN(C(=O)OC(C)(C)C)CCN1C2=O, CC(C)(C)OC(=O)OC(=O)OC(C)(C)C, ClCCl. Yields the product CC(C)(C)OC(=O)N1CCN2C(=O)c3c(OC(F)(F)F)cc(O)cc3C2C1. RXN SMILES: [B:29]([Br:30])([Br:31])[Br:32].[C:1]([CH3:2])([CH3:3])([CH3:4])[O:5][C:6](=[O:7])[N:8]1[CH2:9][CH:10]2[N:11]([C:12](=[O:26])[c:13]3[c:14]([O:21][C:22]([F:23])([F:24])[F:25])[cH:15][c:16]([O:19][CH3:20])[cH:17][c:18]32)[CH2:27][CH2:28]1.[C:33]([O:34][C:35]([O:36][C:37]([CH3:38])([CH3:39])[CH3:40])=[O:41])([O:42][C:43]([CH3:44])([CH3:45])[CH3:46])=[O:47].[Cl:48][CH2:49][Cl:50]>>[C:1]([CH3:2])([CH3:3])([CH3:4])[O:5][C:6](=[O:7])[N:8]1[CH2:9][CH:10]2[N:11]([C:12](=[O:26])[c:13]3[c:14]([O:21][C:22]([F:23])([F:24])[F:25])[cH:15][c:16]([OH:19])[cH:17][c:18]32)[CH2:27][CH2:28]1.